From a dataset of the Open Reaction Database (ORD), a public repository of structured organic reaction records. describe an organic reaction: reactants, conditions, products, and yield Reactants: C(C)(C)(C)OC(=O)N1C[C@@H](C[C@@H](C1)N(CC(C)C)C(=O)C=1C(=NC(=NC1)C(C)(C)C)NCCCOC)C(=O)O ((3R,5S)-1-(tert-butoxycarbonyl)-5-[({2-tert-butyl-4-[(3-methoxypropyl)amino]pyrimidin-5-yl}carbonyl)(isobutyl)amino]piperidine-3-carboxylic acid), CCN=C=NCCCN(C)C.Cl (WSC.HCl), C=1C=CC2=C(C1)N=NN2O (HOBt), C(C)(C)N(CC)C(C)C (diisopropylethylamine), C(O)([O-])=O.[Na+] (sodium hydrogen carbonate). Run in CN(C)C=O (DMF). The product is C(C)(C)(C)C1=NC=C(C(=N1)NCCCOC)C(=O)N([C@@H]1CN(C[C@@H](C1)C(=O)N1CCC(CC1)OC)C(=O)OC(C)(C)C)CC(C)C (tert-butyl (3S,5R)-3-[({2-tert-butyl-4-[(3-methoxypropyl)amino]pyrimidin-5-yl}carbonyl)(2-methylpropyl)amino]-5-[(4-methoxypiperidin-1-yl)carbonyl]piperidine-1-carboxylate). RXN SMILES: [C:1]([O:5][C:6]([N:8]1[CH2:13][C@@H:12]([N:14]([C:19]([C:21]2[C:22]([NH:31][CH2:32][CH2:33][CH2:34][O:35][CH3:36])=[N:23][C:24]([C:27]([CH3:30])([CH3:29])[CH3:28])=[N:25][CH:26]=2)=[O:20])[CH2:15][CH:16]([CH3:18])[CH3:17])[CH2:11][C@@H:10]([C:37]([OH:39])=O)[CH2:9]1)=[O:7])([CH3:4])([CH3:3])[CH3:2].CCN=C=NCCCN(C)C.Cl.[CH:52]1[CH:53]=[CH:54]C2N(O)N=[N:58][C:56]=2[CH:57]=1.C(N(C(C)C)CC)(C)C.[C:71](=O)([O-])[OH:72].[Na+]>CN(C=O)C>[C:27]([C:24]1[N:23]=[C:22]([NH:31][CH2:32][CH2:33][CH2:34][O:35][CH3:36])[C:21]([C:19]([N:14]([CH2:15][CH:16]([CH3:17])[CH3:18])[C@H:12]2[CH2:11][C@@H:10]([C:37]([N:58]3[CH2:54][CH2:53][CH:52]([O:72][CH3:71])[CH2:57][CH2:56]3)=[O:39])[CH2:9][N:8]([C:6]([O:5][C:1]([CH3:3])([CH3:4])[CH3:2])=[O:7])[CH2:13]2)=[O:20])=[CH:26][N:25]=1)([CH3:30])([CH3:28])[CH3:29] |f:1.2,5.6|. Procedure details: A solution of (3R,5S)-1-(tert-butoxycarbonyl)-5-[({2-tert-butyl-4-[(3-methoxypropyl)amino]pyrimidin-5-yl}carbonyl)(isobutyl)amino]piperidine-3-carboxylic acid (95 mg), WSC.HCl (50 mg), HOBt (34 g) and diisopropylethylamine (0.088 ml) in DMF (5 ml) was stirred at room temperature for 12 hr. The reaction mixture was poured into saturated aqueous sodium hydrogen carbonate, and the mixture was extracted with ethyl acetate. The extract was washed successively with 10% aqueous citric acid solution and...